This data is from the Open Reaction Database (ORD), a public repository of structured organic reaction records. The task is: describe an organic reaction: reactants, conditions, products, and yield Reactants: C(C)(C)(C)[O-].NC=1C=CC(=C(C1)N1CCN(CC1)C(=O)O)OC (4-(5-amino-2-methoxyphenyl)piperazine-1-carboxylic acid tert-butanolate), ClC=1C=C(C=CC1C)N=C=O (3-chloro-4-methylphenyl isocyanate). Solvent: C1(=CC=CC=C1)C (toluene). Yields the product C(C)(C)(C)[O-].ClC=1C=C(NC(=O)NC=2C=CC(=C(C2)N2CCN(CC2)C(=O)O)OC)C=CC1C (4-(5-{[(3-Chloro-4-methylanilino)carbonyl]amino}-2-methoxyphenyl)-1-piperazinecarboxylic acid tert-butanolate). Reaction SMILES: [C:1]([O-:5])([CH3:4])([CH3:3])[CH3:2].[NH2:6][C:7]1[CH:8]=[CH:9][C:10]([O:22][CH3:23])=[C:11]([N:13]2[CH2:18][CH2:17][N:16]([C:19]([OH:21])=[O:20])[CH2:15][CH2:14]2)[CH:12]=1.[Cl:24][C:25]1[CH:26]=[C:27]([N:32]=[C:33]=[O:34])[CH:28]=[CH:29][C:30]=1[CH3:31]>C1(C)C=CC=CC=1>[C:1]([O-:5])([CH3:4])([CH3:3])[CH3:2].[Cl:24][C:25]1[CH:26]=[C:27]([CH:28]=[CH:29][C:30]=1[CH3:31])[NH:32][C:33]([NH:6][C:7]1[CH:8]=[CH:9][C:10]([O:22][CH3:23])=[C:11]([N:13]2[CH2:18][CH2:17][N:16]([C:19]([OH:21])=[O:20])[CH2:15][CH2:14]2)[CH:12]=1)=[O:34] |f:0.1,4.5|. Procedure details: A solution of 34.4 mmol (10 g) of 4-(5-amino-2-methoxyphenyl)piperazine-1-carboxylic acid tert-butanolate (described in J. Med. Chem., 1999, p.202) and 37.8 mmol (5.9 g) of 3-chloro-4-methylphenyl isocyanate in 150 ml of toluene is heated at reflux for 2 hours. The reaction mixture is concentrated, and the residue is taken up in 200 ml of 4N hydrochloric acid and then heated at reflux for 4 hours. After cooling, the precipitate formed is filtered off and treated with a 2N sodium hydroxide soluti... Starting materials: Cl/C=1/C(=O)OC(\C1)=O (monochloromaleic anhydride), Cl (HCl), Cl/C/1=C(/C(=O)OC1=O)\Cl (dichloromaleic anhydride), C=CC(=C)Cl (chloroprene). The reagents and catalysts are C1=CC=CC=2SC3=CC=CC=C3NC12 (phenothiazine). The solvent is O (water), ClC1=CC=CC=C1 (monochlorobenzene). Conditions: temperature 92 celsius, time 16 hour. Yields the product ClC=1CC2=C(C(=O)OC2=O)CC1 (4-chloro-3,6-dihydrophthalic anhydride). The yield is 498.4%. RXN SMILES: Cl[C:2]1[C:3]([O:5][C:6](=[O:8])[CH:7]=1)=[O:4].[Cl:9][C:10]1=[C:11](Cl)[C:12](O[C:15]1=O)=O.C=CC(Cl)=C.Cl>C1C2NC3C(=CC=CC=3)SC=2C=CC=1.ClC1C=CC=CC=1.O>[Cl:9][C:10]1[CH2:15][C:7]2[C:6](=[O:8])[O:5][C:3](=[O:4])[C:2]=2[CH2:12][CH:11]=1. Procedure details: A 3-necked 50 mL flask was equipped with a pressure equalizing additional funnel, a thermocouple well with a thermocouple, a water cooled condensor and a magnetic stir bar. The flask was charged with 6.62 g (0.05 mol) of monochloromaleic anhydride contaminated with approximately 0.005 mol of dichloromaleic anhydride, 6.1 g of monochlorobenzene and 100 mg of phenothiazine. The contents of the flask were heated to 92° C. and 4.42 g (0.05 mol) of chloroprene was added over 15 to 30 minutes. HCl gas... Reactants: C(C=C)#N (acrylonitrile), C=CC1=CC=CC=C1 (styrene), tert.-dodecylmercaptan, [K] (potassium), S(=O)(=O)([O-])OOS(=O)(=O)[O-].[K+].[K+] (potassium persulfate). Run in O (water). Conditions: temperature 65 celsius. Yields the product C=CC#N.C=CC1=CC=CC=C1 (acrylonitrile-styrene copolymer). Reaction SMILES: S(OOS([O-])(=O)=O)([O-])(=O)=O.[K+].[K+].[C:13](#[N:16])[CH:14]=[CH2:15].[CH2:17]=[CH:18][C:19]1[CH:24]=[CH:23][CH:22]=[CH:21][CH:20]=1.[K]>O>[CH2:15]=[CH:14][C:13]#[N:16].[CH2:17]=[CH:18][C:19]1[CH:24]=[CH:23][CH:22]=[CH:21][CH:20]=1 |f:0.1.2,7.8,^1:24|. Reported procedure: In a reactor which had been replaced with nitrogen, potassium persulfate (0.3 part) and pure water (120 parts) were charged and heated to 65° C. while stirring. Then, a mixed monomer solution of acrylonitrile (30 parts), styrene (70 parts) and tert.-dodecylmercaptan (0.3 part) and an aqueous solution of emulsifier (30 parts) containing disproportionated potassium resinate (2 parts) were continuously added over 4 hours each. The polymerization system was heated to 70° C. and aged for 3 hours to c... The reactants are C(C)(=O)OCC (ethyl acetate), C([O-])([O-])=O.[K+].[K+] (potassium carbonate), ClC=1C=C(C=CC1F)[N+](=O)[O-] (3-chloro-4-fluoronitrobenzene), C1(=CC=CC=C1)OB(O)O (phenylboric acid). Reagents/catalysts: C=1C=CC(=CC1)[P](C=2C=CC=CC2)(C=3C=CC=CC3)[Pd]([P](C=4C=CC=CC4)(C=5C=CC=CC5)C=6C=CC=CC6)([P](C=7C=CC=CC7)(C=8C=CC=CC8)C=9C=CC=CC9)[P](C=1C=CC=CC1)(C=1C=CC=CC1)C=1C=CC=CC1 (tetrakis(triphenylphosphine)palladium). Run in COCCOC (1,2-dimethoxyethane). Reaction conditions: temperature 80 celsius. The product is FC1=C(C=C(C=C1)[N+](=O)[O-])C1=CC=CC=C1 (2-Fluoro-5-nitro-1-phenylbenzene). As a reaction SMILES: Cl[C:2]1[CH:3]=[C:4]([N+:9]([O-:11])=[O:10])[CH:5]=[CH:6][C:7]=1[F:8].[C:12]1(OB(O)O)[CH:17]=[CH:16][CH:15]=[CH:14][CH:13]=1.C(=O)([O-])[O-].[K+].[K+].C(OCC)(=O)C>COCCOC.C1C=CC([P]([Pd]([P](C2C=CC=CC=2)(C2C=CC=CC=2)C2C=CC=CC=2)([P](C2C=CC=CC=2)(C2C=CC=CC=2)C2C=CC=CC=2)[P](C2C=CC=CC=2)(C2C=CC=CC=2)C2C=CC=CC=2)(C2C=CC=CC=2)C2C=CC=CC=2)=CC=1>[F:8][C:7]1[CH:6]=[CH:5][C:4]([N+:9]([O-:11])=[O:10])=[CH:3][C:2]=1[C:12]1[CH:17]=[CH:16][CH:15]=[CH:14][CH:13]=1 |f:2.3.4,^1:43,45,64,83|. Reported procedure: 1.75 g (0.01 mole) of 3-chloro-4-fluoronitrobenzene and 0.013 mole of phenylboric acid were dissolved in 70 mL of 1,2-dimethoxyethane under argon. Then, 0.5 g (0.0005 mole) of tetrakis(triphenylphosphine)palladium and 13 mL of 2N potassium carbonate solution were added, and the reaction mixture was heated to 80° C. At the end of the reaction, the reaction mixture was poured into 100 mL of ethyl acetate. The organic phase was extracted with dilute sodium hydroxide solution and then dried over mag...